Dataset: the Open Reaction Database (ORD), a public repository of structured organic reaction records. Task: describe an organic reaction: reactants, conditions, products, and yield The reactants are CN(C)C=O, CCOC(C)=O, CS(=O)(=O)C(=C1CN(C(c2ccc(Cl)cc2)c2ccc(Cl)cc2)C1)c1cccc(C(=O)Oc2c(F)c(F)c(F)c(F)c2F)c1, NN1CCCCC1. Yields the product CS(=O)(=O)C(=C1CN(C(c2ccc(Cl)cc2)c2ccc(Cl)cc2)C1)c1cccc(C(=O)NN2CCCCC2)c1. As a reaction SMILES: [CH3:52][N:53]([CH3:54])[CH:55]=[O:56].[CH3:57][CH2:58][O:59][C:60](=[O:61])[CH3:62].[Cl:1][c:2]1[cH:3][cH:4][c:5]([CH:8]([N:9]2[CH2:10][C:11](=[C:13]([c:14]3[cH:15][c:16]([C:20](=[O:21])[O:22][c:23]4[c:24]([F:25])[c:26]([F:27])[c:28]([F:29])[c:30]([F:31])[c:32]4[F:33])[cH:17][cH:18][cH:19]3)[S:34](=[O:35])(=[O:36])[CH3:37])[CH2:12]2)[c:38]2[cH:39][cH:40][c:41]([Cl:44])[cH:42][cH:43]2)[cH:6][cH:7]1.[NH2:45][N:46]1[CH2:47][CH2:48][CH2:49][CH2:50][CH2:51]1>>[Cl:1][c:2]1[cH:3][cH:4][c:5]([CH:8]([N:9]2[CH2:10][C:11](=[C:13]([c:14]3[cH:15][c:16]([C:20](=[O:21])[NH:45][N:46]4[CH2:47][CH2:48][CH2:49][CH2:50][CH2:51]4)[cH:17][cH:18][cH:19]3)[S:34](=[O:35])(=[O:36])[CH3:37])[CH2:12]2)[c:38]2[cH:39][cH:40][c:41]([Cl:44])[cH:42][cH:43]2)[cH:6][cH:7]1. Procedure details: A mixture of 4-bromophenylacetic acid (1.08 g, 5 mmol), 3-thiopheneboronic acid (0.7 g, 5.5 mmol), NaHCO3 (1.68 g, 20 mmol), and dichlorobis(triphenylphosphine)palladium (0.35 g, 0.5 mmol) in DME-water (21 mL-7 mL) was heated at reflux temperature for 2 hours under nitrogen. After cooling, the reaction mixture was partitioned between Et2O (80 mL) and saturated aqueous NaHCO3 (30 mL). The organic layer was washed with saturated aqueous NaHCO3 (30 mL) again. The combined aqueous layer was acidifie... Reaction SMILES: Br[C:2]1[CH:7]=[CH:6][C:5]([CH2:8][C:9]([OH:11])=[O:10])=[CH:4][CH:3]=1.[S:12]1[CH:16]=[CH:15][C:14](B(O)O)=[CH:13]1.C([O-])(O)=O.[Na+]>COCCOC.O.Cl[Pd](Cl)([P](C1C=CC=CC=1)(C1C=CC=CC=1)C1C=CC=CC=1)[P](C1C=CC=CC=1)(C1C=CC=CC=1)C1C=CC=CC=1>[S:12]1[CH:16]=[CH:15][C:14]([C:2]2[CH:7]=[CH:6][C:5]([CH2:8][C:9]([OH:11])=[O:10])=[CH:4][CH:3]=2)=[CH:13]1 |f:2.3,4.5,^1:34,53|. The reagents and catalysts are Cl[Pd]([P](C1=CC=CC=C1)(C2=CC=CC=C2)C3=CC=CC=C3)([P](C4=CC=CC=C4)(C5=CC=CC=C5)C6=CC=CC=C6)Cl (dichlorobis(triphenylphosphine)palladium). The product is S1C=C(C=C1)C1=CC=C(C=C1)CC(=O)O (4-(3-Thienyl)phenylacetic acid). Solvent: COCCOC.O (DME water). Yield: 51.3%. The reactants are BrC1=CC=C(C=C1)CC(=O)O (4-bromophenylacetic acid), S1C=C(C=C1)B(O)O (3-thiopheneboronic acid), C(=O)(O)[O-].[Na+] (NaHCO3). Reactants: O (water), ClC1=NC=NC(=C1)Cl (4,6-dichloropyrimidine), ClC1=C(C=CC=2NC(=NC21)C)O (4-chloro-5-hydroxy-2-methyl-1H-benzo[d]imidazole), C([O-])([O-])=O.[K+].[K+] (potassium carbonate). Solvent: CN(C)C=O (DMF). Yields the product ClC1=C(C=CC=2NC(=NC21)C)OC2=NC=NC(=C2)Cl (4-chloro-5-(6-chloropyrimidin-4-yloxy)-2-methyl-1H-benzo[d]imidazole). Reaction SMILES: Cl[C:2]1[CH:7]=[C:6]([Cl:8])[N:5]=[CH:4][N:3]=1.[Cl:9][C:10]1[C:18]2[N:17]=[C:16]([CH3:19])[NH:15][C:14]=2[CH:13]=[CH:12][C:11]=1[OH:20].C(=O)([O-])[O-].[K+].[K+].O>CN(C=O)C>[Cl:9][C:10]1[C:18]2[N:17]=[C:16]([CH3:19])[NH:15][C:14]=2[CH:13]=[CH:12][C:11]=1[O:20][C:2]1[CH:7]=[C:6]([Cl:8])[N:5]=[CH:4][N:3]=1 |f:2.3.4|. Procedure: 270 mg (1.81 mmol) 4,6-dichloropyrimidine, 330 mg (1.81 mmol) 4-chloro-5-hydroxy-2-methyl-1H-benzo[d]imidazole and 270 mg (1.95 mmol) potassium carbonate in 1.5 mL DMF were stirred for 2 h at RT. The reaction mixture was mixed with water and the precipitate formed was suction filtered, washed and dried. Yields the product C(C)C([C@@H](C1=CC=CC=C1)NC1=NN=C(C2=CC=CC=C12)C1=C(C=CC2=CC=C(C=C12)OC)OS(=O)(=O)C(F)(F)F)(CC)O (Trifluoromethanesulfonic acid 1-[4-((R)-2-ethyl-2-hydroxy-1-phenylbutylamino)-phthalazin-1-yl]-7-methoxynaphthalen-2-yl ester). Reaction SMILES: Cl[C:2]1[C:11]2[C:6](=[CH:7][CH:8]=[CH:9][CH:10]=2)[C:5]([C:12]2[C:21]3[C:16](=[CH:17][CH:18]=[C:19]([O:22][CH3:23])[CH:20]=3)[CH:15]=[CH:14][C:13]=2[O:24][S:25]([C:28]([F:31])([F:30])[F:29])(=[O:27])=[O:26])=[N:4][N:3]=1.[NH2:32][C@@H:33]([C:40]([OH:45])([CH2:43][CH3:44])[CH2:41][CH3:42])[C:34]1[CH:39]=[CH:38][CH:37]=[CH:36][CH:35]=1>>[CH2:41]([C:40]([OH:45])([CH2:43][CH3:44])[C@H:33]([NH:32][C:2]1[C:11]2[C:6](=[CH:7][CH:8]=[CH:9][CH:10]=2)[C:5]([C:12]2[C:21]3[C:16](=[CH:17][CH:18]=[C:19]([O:22][CH3:23])[CH:20]=3)[CH:15]=[CH:14][C:13]=2[O:24][S:25]([C:28]([F:31])([F:30])[F:29])(=[O:27])=[O:26])=[N:4][N:3]=1)[C:34]1[CH:39]=[CH:38][CH:37]=[CH:36][CH:35]=1)[CH3:42]. The reactants are ClC1=NN=C(C2=CC=CC=C12)C1=C(C=CC2=CC=C(C=C12)OC)OS(=O)(=O)C(F)(F)F (trifluoromethanesulfonic acid 1-(4-chlorophthalazin-1-yl)-7-methoxynaphthalen-2-yl ester), N[C@H](C1=CC=CC=C1)C(CC)(CC)O (3-((R)-α-amino-benzyl)-pentan-3-ol). Procedure details: To trifluoromethanesulfonic acid 1-(4-chlorophthalazin-1-yl)-7-methoxynaphthalen-2-yl ester (5.0 g, 11 mmol) was added 3-((R)-α-amino-benzyl)-pentan-3-ol (10 g, 52 mmol). The suspension was stirred for 18 hrs at 120° C. After cooling to 25° C., the mixture was filtered following addition of dichloromethane. The filtrate was concentrated under reduced pressure. The residue was purified by flash chromatography on silica gel (toluene/EtOAc 10:1 to 5:1) to give the title compound as a brown solid, w... Reaction conditions: temperature 120 celsius, time 18 hour. The reactants are OC1=CC=C(C=C1)N1CCN(CC1)C1=CC=C(C=C1)N1C(N(N=C1)C(C(C)=O)C)=O ((±)-2,4-dihydro-4-[4-[4-(4-hydroxyphenyl)-1-piperazinyl]phenyl]-2-(1-methyl-2-oxopropyl)-3H-1,2,4-triazol-3-one), C[C@@H](N)C1=CC=CC=C1 ((+)-(R)-α-methyl-benzenemethanamine), S1C=CC=C1 (thiophene). Reagents/catalysts: [Pd] (Pd/C), CCCCO.CCCCO.CCCCO.CCCCO.[Ti] (titanium(IV) n-butoxide). Solvent: C1CCOC1 (THF). Reaction conditions: time 48 hour. Yields the product ( R ), OC1=CC=C(C=C1)N1CCN(CC1)C1=CC=C(C=C1)N1C(N(N=C1)C(C(C)NC(C)C1=CC=CC=C1)C)=O (2,4-dihydro-4-[4-[4-(4-hydroxyphenyl)-1-piperazinyl]phenyl]-2-[2-[(1-phenylethyl)amino]-1-methylpropyl]-3H-1,2,4-triazol-3-one). Reaction SMILES: [OH:1][C:2]1[CH:7]=[CH:6][C:5]([N:8]2[CH2:13][CH2:12][N:11]([C:14]3[CH:19]=[CH:18][C:17]([N:20]4[CH:24]=[N:23][N:22]([CH:25]([CH3:29])[C:26](=O)[CH3:27])[C:21]4=[O:30])=[CH:16][CH:15]=3)[CH2:10][CH2:9]2)=[CH:4][CH:3]=1.[CH3:31][C@H:32]([C:34]1[CH:39]=[CH:38][CH:37]=[CH:36][CH:35]=1)[NH2:33].S1C=CC=C1>C1COCC1.[Pd].CCCCO.CCCCO.CCCCO.CCCCO.[Ti]>[OH:1][C:2]1[CH:7]=[CH:6][C:5]([N:8]2[CH2:13][CH2:12][N:11]([C:14]3[CH:15]=[CH:16][C:17]([N:20]4[CH:24]=[N:23][N:22]([CH:25]([CH3:29])[CH:26]([NH:33][CH:32]([C:34]5[CH:39]=[CH:38][CH:37]=[CH:36][CH:35]=5)[CH3:31])[CH3:27])[C:21]4=[O:30])=[CH:18][CH:19]=3)[CH2:10][CH2:9]2)=[CH:4][CH:3]=1 |f:5.6.7.8.9|. Procedure details: A mixture of (±)-2,4-dihydro-4-[4-[4-(4-hydroxyphenyl)-1-piperazinyl]phenyl]-2-(1-methyl-2-oxopropyl)-3H-1,2,4-triazol-3-one (0.05 mol) and (+)-(R)-α-methyl-benzenemethanamine (0.1 mol) in THF (500 ml) was hydrogenated at 50° C. for 48 hours with Pd/C 10% (10 g) as a catalyst in the presence of titanium(IV) n-butoxide (28.4 g) and thiophene solution (10 ml). The catalyst was filtered off. Pd/C 10% (10 g) was added again. Hydrogenation was continued at 50° C. for 48 hours. After uptake of H2, the... Reactants: O=c1c(CBr)cn(-c2ccccc2Cl)c2cc(Cl)ccc12, CCOC(C)=O, [N-]=[N+]=[N-], [Na+], CN(C)C=O. Product: [N-]=[N+]=NCc1cn(-c2ccccc2Cl)c2cc(Cl)ccc2c1=O. Reaction SMILES: [Br:1][CH2:2][c:3]1[cH:4][n:5](-[c:15]2[c:16]([Cl:21])[cH:17][cH:18][cH:19][cH:20]2)[c:6]2[cH:7][c:8]([Cl:14])[cH:9][cH:10][c:11]2[c:12]1=[O:13].[CH3:31][CH2:32][O:33][C:34](=[O:35])[CH3:36].[N-:23]=[N+:24]=[N-:25].[Na+:22].[O:26]=[CH:27][N:28]([CH3:29])[CH3:30]>>[CH2:2]([c:3]1[cH:4][n:5](-[c:15]2[c:16]([Cl:21])[cH:17][cH:18][cH:19][cH:20]2)[c:6]2[cH:7][c:8]([Cl:14])[cH:9][cH:10][c:11]2[c:12]1=[O:13])[N:23]=[N+:24]=[N-:25]. Reactants: C1CCOC1, COc1ccc(C(=O)Cl)cc1F, CC(N)(C#N)Cn1cc2c(Cl)cc(Cl)c(Cl)c2n1. Product: COc1ccc(C(=O)NC(C)(C#N)Cn2cc3c(Cl)cc(Cl)c(Cl)c3n2)cc1F. As a reaction SMILES: [CH2:31]1[O:32][CH2:33][CH2:34][CH2:35]1.[F:1][c:2]1[cH:3][c:4]([C:5](=[O:6])[Cl:7])[cH:8][cH:9][c:10]1[O:11][CH3:12].[NH2:13][C:14]([C:15]#[N:16])([CH2:17][n:18]1[n:19][c:20]2[c:21]([Cl:29])[c:22]([Cl:28])[cH:23][c:24]([Cl:27])[c:25]2[cH:26]1)[CH3:30]>>[F:1][c:2]1[cH:3][c:4]([C:5](=[O:6])[NH:13][C:14]([C:15]#[N:16])([CH2:17][n:18]2[n:19][c:20]3[c:21]([Cl:29])[c:22]([Cl:28])[cH:23][c:24]([Cl:27])[c:25]3[cH:26]2)[CH3:30])[cH:8][cH:9][c:10]1[O:11][CH3:12]. Starting materials: C([O-])([O-])=O.[Na+].[Na+] (sodium carbonate), C(C)O (ethanol), BrC=1C=CC=2NC3=CC=C(C=C3C2C1)Br (3,6-dibromo-carbazole), C1(=CC=CC2=CC=CC=C12)B(O)O (1-Naphthylboronic acid). Reagents/catalysts: C=1C=CC(=CC1)[P](C=2C=CC=CC2)(C=3C=CC=CC3)[Pd]([P](C=4C=CC=CC4)(C=5C=CC=CC5)C=6C=CC=CC6)([P](C=7C=CC=CC7)(C=8C=CC=CC8)C=9C=CC=CC9)[P](C=1C=CC=CC1)(C=1C=CC=CC1)C=1C=CC=CC1 (tetrakis(triphenylphosphine)palladium). Solvent: C(Cl)Cl (methylene chloride), O (water), C(Cl)Cl (methylene chloride), C1(=CC=CC=C1)C (toluene). Run at temperature 90 celsius, time 8 hour. Yields the product C1(=CC=CC2=CC=CC=C12)C=1C=CC=2NC3=CC=C(C=C3C2C1)C1=CC=CC2=CC=CC=C12 (3,6-bis(1-naphthyl) carbazole). Yield: 89.0%. Reaction SMILES: Br[C:2]1[CH:3]=[CH:4][C:5]2[NH:6][C:7]3[C:12]([C:13]=2[CH:14]=1)=[CH:11][C:10](Br)=[CH:9][CH:8]=3.[C:16]1(B(O)O)[C:25]2[C:20](=[CH:21][CH:22]=[CH:23][CH:24]=2)[CH:19]=[CH:18][CH:17]=1.C(=O)([O-])[O-].[Na+].[Na+].[CH2:35](O)[CH3:36]>C1(C)C=CC=CC=1.C1C=CC([P]([Pd]([P](C2C=CC=CC=2)(C2C=CC=CC=2)C2C=CC=CC=2)([P](C2C=CC=CC=2)(C2C=CC=CC=2)C2C=CC=CC=2)[P](C2C=CC=CC=2)(C2C=CC=CC=2)C2C=CC=CC=2)(C2C=CC=CC=2)C2C=CC=CC=2)=CC=1.C(Cl)Cl.O>[C:16]1([C:2]2[CH:3]=[CH:4][C:5]3[NH:6][C:7]4[C:12]([C:13]=3[CH:14]=2)=[CH:11][C:10]([C:3]2[C:35]3[C:36](=[CH:12][CH:7]=[CH:8][CH:9]=3)[CH:13]=[CH:14][CH:2]=2)=[CH:9][CH:8]=4)[C:25]2[C:20](=[CH:21][CH:22]=[CH:23][CH:24]=2)[CH:19]=[CH:18][CH:17]=1 |f:2.3.4,^1:48,50,69,88|. Procedure details: Firstly, 8.12 g (25.0 mmol) of 3,6-dibromo-carbazole and 9.46 g (55.0 mmol) of 1-Naphthylboronic acid are dissolved in 100 ml of toluene, and then an aqueous solution of 30 ml of 2M sodium carbonate (Na2CO3) and 30.0 ml of ethanol is added to the above-mentioned solution. After the mixed solution is degassed with nitrogen for 30 minutes, 577 mg (0.5 mmol) of tetrakis(triphenylphosphine)palladium (Pd(PPh3)4) is added to the solution under nitrogen and then the solution is heated to 90° C. After r... Reactants: C1(=CC=CC=C1)C=1N=CNC1C1=CC=CC=C1 (4,5-Diphenylimidazole), BrCCCCCCCC(=O)OCCOCCOC (2-(2-methoxy-ethoxy)ethyl 8-bromooctanoate). Yields the product C1(=CC=CC=C1)C=1N=CN(C1C1=CC=CC=C1)CCCCCCCC(=O)OCCOCCOC (2-(2-methoxyethoxy)ethyl 8-(4,5-diphenylimidazole-1-yl)octanoate). Isolated yield 25.0%. RXN SMILES: [C:1]1([C:7]2[N:8]=[CH:9][NH:10][C:11]=2[C:12]2[CH:17]=[CH:16][CH:15]=[CH:14][CH:13]=2)[CH:6]=[CH:5][CH:4]=[CH:3][CH:2]=1.Br[CH2:19][CH2:20][CH2:21][CH2:22][CH2:23][CH2:24][CH2:25][C:26]([O:28][CH2:29][CH2:30][O:31][CH2:32][CH2:33][O:34][CH3:35])=[O:27]>>[C:1]1([C:7]2[N:8]=[CH:9][N:10]([CH2:19][CH2:20][CH2:21][CH2:22][CH2:23][CH2:24][CH2:25][C:26]([O:28][CH2:29][CH2:30][O:31][CH2:32][CH2:33][O:34][CH3:35])=[O:27])[C:11]=2[C:12]2[CH:13]=[CH:14][CH:15]=[CH:16][CH:17]=2)[CH:6]=[CH:5][CH:4]=[CH:3][CH:2]=1. Procedure details: 4,5-Diphenylimidazole (2.85 g) was treated with 2-(2-methoxy-ethoxy)ethyl 8-bromooctanoate (8.63 g) as described in Example 20 to give 2-(2-methoxyethoxy)ethyl 8-(4,5-diphenylimidazole-1-yl)octanoate as a colourless oil (1.5 g, 25%). Found: C, 72.28; H, 7.91; N, 6.35% C28H36N2O4 requires: C, 72.38; H, 7.81; N, 6.03%